From a dataset of the Open Reaction Database (ORD), a public repository of structured organic reaction records. describe an organic reaction: reactants, conditions, products, and yield Reactants: BrCc1cccs1, O=C([O-])[O-], CN(C)C(=O)C1CCN(Cc2ccc(CCn3ccc(O)cc3=O)cc2)CC1, [K+], [K+], CN(C)C=O. Product: CN(C)C(=O)C1CCN(Cc2ccc(CCn3ccc(OCc4cccs4)cc3=O)cc2)CC1. As a reaction SMILES: [Br:29][CH2:30][c:31]1[s:32][cH:33][cH:34][cH:35]1.[C:36](=[O:37])([O-:38])[O-:39].[CH3:1][N:2]([C:3](=[O:4])[CH:5]1[CH2:6][CH2:7][N:8]([CH2:11][c:12]2[cH:13][cH:14][c:15]([CH2:18][CH2:19][n:20]3[c:21](=[O:27])[cH:22][c:23]([OH:26])[cH:24][cH:25]3)[cH:16][cH:17]2)[CH2:9][CH2:10]1)[CH3:28].[K+:40].[K+:41].[O:42]=[CH:43][N:44]([CH3:45])[CH3:46]>>[CH3:1][N:2]([C:3](=[O:4])[CH:5]1[CH2:6][CH2:7][N:8]([CH2:11][c:12]2[cH:13][cH:14][c:15]([CH2:18][CH2:19][n:20]3[c:21](=[O:27])[cH:22][c:23]([O:26][CH2:30][c:31]4[s:32][cH:33][cH:34][cH:35]4)[cH:24][cH:25]3)[cH:16][cH:17]2)[CH2:9][CH2:10]1)[CH3:28]. The reactants are Cl.O1CCOCC1 (HCl dioxane), CC1=C(CNC(=O)[C@H]2N(CSC2(C)C)C([C@H]([C@H](CC2=CC=CC=C2)NC([C@@H](NC(=O)OC(C)(C)C)CC(N)=O)=O)O)=O)C=CC=C1 ((R)-N-(2-methylbenzyl)-3-{(2S,3S)-3-[N-(tert-butoxycarbonyl)-L-asparaginyl]amino-2-hydroxy-4-phenylbutanoyl}-5,5-dimethyl-1,3-thiazolidine-4-carboxamide). Reaction conditions: time 2 hour. Product: CC1=C(CNC(=O)[C@H]2N(CSC2(C)C)C([C@H]([C@H](CC2=CC=CC=C2)NC([C@@H](NC(=O)OC)CC(N)=O)=O)O)=O)C=CC=C1 ((R)-N-(2-methylbenzyl)-3-{(2S,3S)-2-hydroxy-3-[N-(methoxycarbonyl)-L-asparaginyl]amino-4-phenylbutanoyl}-5,5-dimethyl-1,3-thiazolidine-4-carboxamide). Isolated yield 22.9%. Reaction SMILES: Cl.O1CCOCC1.[CH3:8][C:9]1[CH:53]=[CH:52][CH:51]=[CH:50][C:10]=1[CH2:11][NH:12][C:13]([C@@H:15]1[C:19]([CH3:21])([CH3:20])[S:18][CH2:17][N:16]1[C:22](=[O:49])[C@@H:23]([OH:48])[C@@H:24]([NH:32][C:33](=[O:47])[C@H:34]([CH2:43][C:44](=[O:46])[NH2:45])[NH:35][C:36]([O:38][C:39](C)(C)C)=[O:37])[CH2:25][C:26]1[CH:31]=[CH:30][CH:29]=[CH:28][CH:27]=1)=[O:14]>>[CH3:8][C:9]1[CH:53]=[CH:52][CH:51]=[CH:50][C:10]=1[CH2:11][NH:12][C:13]([C@@H:15]1[C:19]([CH3:21])([CH3:20])[S:18][CH2:17][N:16]1[C:22](=[O:49])[C@@H:23]([OH:48])[C@@H:24]([NH:32][C:33](=[O:47])[C@H:34]([CH2:43][C:44](=[O:46])[NH2:45])[NH:35][C:36]([O:38][CH3:39])=[O:37])[CH2:25][C:26]1[CH:31]=[CH:30][CH:29]=[CH:28][CH:27]=1)=[O:14] |f:0.1|. Reported procedure: 4N HCl/dioxane (2 ml) was added to the compound Boc-Asn-Apns-Dmt-NHBzl(2-Me) (70 mg) obtained in the step 1 of Example 6 and the mixture was stirred for two hours. After concentration, the reaction mixture was dissolved in DMF (1 ml) and neutralized with triethylamine (15 μl). After the addition of methyl chloroformate (9 μl ) and triethylamine (16 μl), the mixture was stirred for two hours. After the addition of ethyl acetate, the reaction mixture was washed with 3% Na2CO3, 1N HCl, and 5% NaCl ... Starting materials: C(C)(C)C=1C(NC(NC1C(C1=CC(=CC(=C1)C)C)=O)=O)=O (5-Isopropyl-6-(3,5-dimethylbenzoyl)-2,4-pyrimidinedione), C(#N)C=1C=C(CBr)C=CC1 (3-cyanobenzyl bromide). Product: C(#N)C=1C=C(CN2C(NC(C(=C2C(C2=CC(=CC(=C2)C)C)=O)C(C)C)=O)=O)C=CC1 (1-(3-Cyanobenzyl)-5-isopropyl-6-(3,5-dimethylbenzoyl)-2,4-pyrimidinedione). Yield: 55.3%. RXN SMILES: [CH:1]([C:4]1[C:5](=[O:21])[NH:6][C:7](=[O:20])[NH:8][C:9]=1[C:10](=[O:19])[C:11]1[CH:16]=[C:15]([CH3:17])[CH:14]=[C:13]([CH3:18])[CH:12]=1)([CH3:3])[CH3:2].[C:22]([C:24]1[CH:25]=[C:26]([CH:29]=[CH:30][CH:31]=1)[CH2:27]Br)#[N:23]>>[C:22]([C:24]1[CH:25]=[C:26]([CH:29]=[CH:30][CH:31]=1)[CH2:27][N:8]1[C:9]([C:10](=[O:19])[C:11]2[CH:12]=[C:13]([CH3:18])[CH:14]=[C:15]([CH3:17])[CH:16]=2)=[C:4]([CH:1]([CH3:3])[CH3:2])[C:5](=[O:21])[NH:6][C:7]1=[O:20])#[N:23]. Procedure details: 5-Isopropyl-6-(3,5-dimethylbenzoyl)-2,4-pyrimidinedione and 3-cyanobenzyl bromide were reacted by the same way with the example 1 to obtain the titled compound (222 mg, yield: 55.3%). Starting materials: CC1=CC=C(C=C1)S(=O)(=O)O.C(C)(=O)OC1=CC(=C(C=C1)NN)O (4-hydrazinyl-3-hydroxyphenyl acetate 4-methylbenzenesulfonate), C(C)(=O)OC1=CC(=C(C=C1)N)O (4-amino-3-hydroxyphenyl acetate), C(C)(=O)CC(C)=O (acetylacetone). The product is C(C)(=O)OC1=CC(=C(C=C1)N1N=C(C=C1C)C)O (4-(3,5-dimethyl-1H-pyrazol-1-yl)-3-hydroxyphenyl acetate). The yield is 52.8%. Reaction SMILES: C[C:2]1[CH:7]=[CH:6]C(S(O)(=O)=O)=[CH:4][CH:3]=1.[C:12]([O:15][C:16]1[CH:21]=[CH:20][C:19]([NH:22][NH2:23])=[C:18]([OH:24])[CH:17]=1)(=[O:14])[CH3:13].C(OC1C=CC(N)=C(O)C=1)(=O)C.C(CC(=O)C)(=O)C>>[C:12]([O:15][C:16]1[CH:21]=[CH:20][C:19]([N:22]2[C:7]([CH3:6])=[CH:2][C:3]([CH3:4])=[N:23]2)=[C:18]([OH:24])[CH:17]=1)(=[O:14])[CH3:13] |f:0.1|. Procedure: 330 mg of the title compound was prepared in a manner similar to Example 54b) by using 4-hydrazinyl-3-hydroxyphenyl acetate 4-methylbenzenesulfonate (0.9 g), which was prepared from 4-amino-3-hydroxyphenyl acetate (1.0 g) in a manner similar to Example 54a), and acetylacetone (0.9 g).